Dataset: the Open Reaction Database (ORD), a public repository of structured organic reaction records. Task: describe an organic reaction: reactants, conditions, products, and yield RXN SMILES: [CH2:10]([c:11]1[cH:12][cH:13][cH:14][cH:15][cH:16]1)[O:17][CH:18]([CH2:19][NH2:20])[CH3:21].[CH2:1]1[O:2][CH:3]1[c:4]1[cH:5][cH:6][cH:7][cH:8][cH:9]1.[CH3:22][CH2:23][CH2:24][CH2:25][CH2:26][CH:27]([CH3:28])[CH3:29]>>[CH2:1]([CH:3]([OH:2])[c:4]1[cH:5][cH:6][cH:7][cH:8][cH:9]1)[NH:20][CH2:19][CH:18]([O:17][CH2:10][c:11]1[cH:12][cH:13][cH:14][cH:15][cH:16]1)[CH3:21]. Starting materials: CC(CN)OCc1ccccc1, c1ccc(C2CO2)cc1, CCCCCC(C)C. The product is CC(CNCC(O)c1ccccc1)OCc1ccccc1. Reaction SMILES: [NH3:1].Br[CH2:3][CH2:4][N:5]=[C:6]([OH:22])[C:7]1[C:8](=[CH:12][C:13](=[C:17]([CH:21]=1)[C:18](=[NH:20])[OH:19])[C:14]([OH:16])=[O:15])[C:9]([OH:11])=[O:10]>CN(C)C=O>[NH2:1][CH2:3][CH2:4][N:5]=[C:6]([OH:22])[C:7]1[C:8](=[CH:12][C:13](=[C:17]([CH:21]=1)[C:18](=[NH:20])[OH:19])[C:14]([OH:16])=[O:15])[C:9]([OH:11])=[O:10]. Run at temperature 23 celsius, time 48 hour. Solvent: CN(C=O)C (dimethylformamide). Procedure details: To a stirred solution of liquid ammonia, 22 ml. (1.0 mole), in 200 ml. of dimethylformamide is added portionwise 3.2 g. (10 mmole) of N-(2-bromoethyl)pyromellitic diimide. The mixture is stirred at room temperature (23° C.) for 48 hours. Excess ammonia is removed by concentration under reduced pressure without heating. Several volumes of dilute aqueous sodium carbonate are added to the concentrate with ice bath cooling. The insolubles are collected, rinsed with water, cold methanol, and ethyl et... Yields the product NCCN=C(C=1C(C(=O)O)=CC(C(=O)O)=C(C(O)=N)C1)O (N-(2-aminoethyl)pyromellitic diimide). Reactants: N (ammonia), BrCCN=C(C=1C(C(=O)O)=CC(C(=O)O)=C(C(O)=N)C1)O (N-(2-bromoethyl)pyromellitic diimide). The reactants are Oc1ccc(Br)cc1C(F)(F)F, C1CCOC1, COCCOCCl, [H-], [Na+]. Yields the product COCCOCOc1ccc(Br)cc1C(F)(F)F. RXN SMILES: [Br:3][c:4]1[cH:5][c:6]([C:11]([F:12])([F:13])[F:14])[c:7]([OH:10])[cH:8][cH:9]1.[CH2:22]1[O:23][CH2:24][CH2:25][CH2:26]1.[Cl:15][CH2:16][O:17][CH2:18][CH2:19][O:20][CH3:21].[H-:1].[Na+:2]>>[Br:3][c:4]1[cH:5][c:6]([C:11]([F:12])([F:13])[F:14])[c:7]([O:10][CH2:16][O:17][CH2:18][CH2:19][O:20][CH3:21])[cH:8][cH:9]1. Reactants: CCOC(C)=O, Cn1nccc1S(=O)(=O)Nc1cccc(-c2nc(C(C)(C)C)sc2-c2ccnc(Cl)n2)c1F, Cl, [NH4+], [OH-]. The product is Cl, Cn1nccc1S(=O)(=O)Nc1cccc(-c2nc(C(C)(C)C)sc2-c2ccnc(N)n2)c1F. As a reaction SMILES: [CH3:37][CH2:38][O:39][C:40]([CH3:41])=[O:42].[Cl:1][c:2]1[n:3][cH:4][cH:5][c:6](-[c:8]2[c:9](-[c:17]3[c:18]([F:33])[c:19]([NH:23][S:24](=[O:25])(=[O:26])[c:27]4[cH:28][cH:29][n:30][n:31]4[CH3:32])[cH:20][cH:21][cH:22]3)[n:10][c:11]([C:13]([CH3:14])([CH3:15])[CH3:16])[s:12]2)[n:7]1.[ClH:36].[NH4+:34].[OH-:35]>>[ClH:1].[c:2]1([NH2:34])[n:3][cH:4][cH:5][c:6](-[c:8]2[c:9](-[c:17]3[c:18]([F:33])[c:19]([NH:23][S:24](=[O:25])(=[O:26])[c:27]4[cH:28][cH:29][n:30][n:31]4[CH3:32])[cH:20][cH:21][cH:22]3)[n:10][c:11]([C:13]([CH3:14])([CH3:15])[CH3:16])[s:12]2)[n:7]1. Starting materials: Brc1cnc(-c2cccc(Cn3nnc4ncc(Br)nc43)c2)nc1, Cn1cc(B2OC(C)(C)C(C)(C)O2)cn1, [Na+], [Na+], O=C([O-])[O-], O. Yields the product Cn1cc(-c2cnc3nnn(Cc4cccc(-c5ncc(Br)cn5)c4)c3n2)cn1. Reaction SMILES: [Br:1][c:2]1[cH:3][n:4][c:5]2[c:6]([n:7]1)[n:8]([CH2:11][c:12]1[cH:13][c:14](-[c:18]3[n:19][cH:20][c:21]([Br:24])[cH:22][n:23]3)[cH:15][cH:16][cH:17]1)[n:9][n:10]2.[CH3:25][n:26]1[n:27][cH:28][c:29]([B:31]2[O:32][C:33]([CH3:34])([CH3:35])[C:36]([CH3:37])([CH3:38])[O:39]2)[cH:30]1.[Na+:40].[Na+:41].[O-:42][C:43](=[O:44])[O-:45].[OH2:46]>>[c:2]1(-[c:29]2[cH:28][n:27][n:26]([CH3:25])[cH:30]2)[cH:3][n:4][c:5]2[c:6]([n:7]1)[n:8]([CH2:11][c:12]1[cH:13][c:14](-[c:18]3[n:19][cH:20][c:21]([Br:24])[cH:22][n:23]3)[cH:15][cH:16][cH:17]1)[n:9][n:10]2. Starting materials: O=C([O-])[O-], CCI, CCO, O=c1c(-c2cccc(Cl)c2)c[nH]n1-c1cccc(C(F)(F)F)c1, [K+], [K+]. As a reaction SMILES: [C:24](=[O:25])([O-:26])[O-:27].[CH2:30]([CH3:31])[I:32].[CH3:33][CH2:34][OH:35].[Cl:1][c:2]1[cH:3][c:4](-[c:8]2[cH:9][nH:10][n:11](-[c:14]3[cH:15][c:16]([C:20]([F:21])([F:22])[F:23])[cH:17][cH:18][cH:19]3)[c:12]2=[O:13])[cH:5][cH:6][cH:7]1.[K+:28].[K+:29]>>[Cl:1][c:2]1[cH:3][c:4](-[c:8]2[cH:9][n:10]([CH2:30][CH3:31])[n:11](-[c:14]3[cH:15][c:16]([C:20]([F:21])([F:22])[F:23])[cH:17][cH:18][cH:19]3)[c:12]2=[O:13])[cH:5][cH:6][cH:7]1. The product is CCn1cc(-c2cccc(Cl)c2)c(=O)n1-c1cccc(C(F)(F)F)c1.